Dataset: the Open Reaction Database (ORD), a public repository of structured organic reaction records. Task: describe an organic reaction: reactants, conditions, products, and yield Starting materials: ClC1=NC(=NC(=C1)NN)OCC (4-chloro-2-ethoxy-6-hydrazinopyrimidine), OO (hydrogen peroxide), C(C)#N (acetonitrile), C(=S)=S (carbon disulfide). Run in O (water). Reaction conditions: temperature 0 celsius. Yields the product ClC1=CC=2N(C(=N1)OCC)C(NN2)=S (7-Chloro-5-ethoxy-1,2,4-triazolo[4,3-C ]pyrimidine-3(2H)-thione). RXN SMILES: [Cl:1][C:2]1[CH:7]=[C:6]([NH:8][NH2:9])[N:5]=[C:4]([O:10][CH2:11][CH3:12])[N:3]=1.C(#N)C.[C:16](=S)=[S:17].OO>O>[Cl:1][C:2]1[N:3]=[C:4]([O:10][CH2:11][CH3:12])[N:5]2[C:16](=[S:17])[NH:9][N:8]=[C:6]2[CH:7]=1. Procedure details: A mixture containing 20 g of 93 percent purity (99 mmol) 4-chloro-2-ethoxy-6-hydrazinopyrimidine in a solvent composed of 90 mL of acetonitrile and 26 mL of water was prepared under nitrogen in a 500 mL flask equipped with a condensor and an opening covered by a septum through which the syringe of a syringe pump was inserted. To this was added 11.3 g (148 mmol) of carbon disulfide and, after a 15-min reaction period, 16.7 g of 30 percent aqueous hydrogen peroxide (147 mmol) was added over a 15-m... Starting materials: CO (methanol), Cl (hydrochloric acid), COC(=O)C=1C(=NN2C1C=CC(=C2)I)C2=CC=CC=C2 (Methyl-6-iodo-2-phenylpyrazolo[1,5-a]pyridine-3-carboxylate), CO (methanol), O1CCCC1 (tetrahydrofuran). Run in [Li+].[OH-] (LiOH), [Li+].[OH-] (LiOH), O (water), C(C)OC(C)=O (Ethylacetate). Reaction conditions: temperature 45 celsius, time 8 hour. The product is IC=1C=CC=2N(C1)N=C(C2C(=O)O)C2=CC=CC=C2 (6-Iodo-2-phenylpyrazolo[1,5-a]pyridine-3-carboxylic acid). Isolated yield 84.8%. Reaction SMILES: C[O:2][C:3]([C:5]1[C:6]([C:15]2[CH:20]=[CH:19][CH:18]=[CH:17][CH:16]=2)=[N:7][N:8]2[CH:13]=[C:12]([I:14])[CH:11]=[CH:10][C:9]=12)=[O:4].CO.O1CCCC1.Cl>[Li+].[OH-].O.C(OC(=O)C)C>[I:14][C:12]1[CH:11]=[CH:10][C:9]2[N:8]([N:7]=[C:6]([C:15]3[CH:16]=[CH:17][CH:18]=[CH:19][CH:20]=3)[C:5]=2[C:3]([OH:4])=[O:2])[CH:13]=1 |f:4.5|. Reported procedure: Methyl-6-iodo-2-phenylpyrazolo[1,5-a]pyridine-3-carboxylate (250 mg, 0.661 mmol) was dissolve in aqueous LiOH(2N,1 mL), methanol (2 mL) and tetrahydrofuran (7 mL). This solution was stirred overnight at 45° C. After 24 hours, 2 mL 2M LiOH and 2 mL methanol were added. Heated at 55° C. overnight. The reaction was cooled on an ice water bath and aqueous hydrochloric acid (10 mL, 1N) was added dropwise until acidic by pH paper. Ethylacetate (200 mL) and water (40 mL) were added. The organic portion... Reactants: OC(=O)C(F)(F)F.N[C@H]1C[S@](C[C@H]([C@@H]1O)CC1=CC(=C(C(=C1)O[C@](C(F)(F)F)(OC)C)[N+](=O)[O-])F)=O ((1S,3R,4S,5S)-3-amino-5-[3-fluoro-4-nitro-5-((R)-2,2,2-trifluoro-1-methoxy-methyl-ethoxy)-benzyl]-1-oxo-tetrahydro-thiopyran-4-ol TFA salt), C(C)(C)(C)C=1C=C(C=O)C=CC1 (3-tert-butyl-benzaldehyde). Product: C(C)(C)(C)C=1C=C(CN[C@H]2C[S@](C[C@H]([C@@H]2O)CC2=CC(=C(C(=C2)O[C@@H](C(F)(F)F)COC)[N+](=O)[O-])F)=O)C=CC1 ((1S,3R,4S,5S)-3-(3-tert-Butyl-benzylamino)-5-[3-fluoro-4-nitro-5-((R)-2,2,2-trifluoro-1-methoxymethyl-ethoxy)-benzyl]-1-oxo-tetrahydro-thiopyran-4-ol). Reaction SMILES: [OH:1][C:2](C(F)(F)F)=O.[NH2:8][C@@H:9]1[C@@H:14]([OH:15])[C@H:13]([CH2:16][C:17]2[CH:22]=[C:21]([O:23][C@@:24]([CH3:31])(OC)[C:25]([F:28])([F:27])[F:26])[C:20]([N+:32]([O-:34])=[O:33])=[C:19]([F:35])[CH:18]=2)[CH2:12][S@:11](=[O:36])[CH2:10]1.[C:37]([C:41]1[CH:42]=[C:43]([CH:46]=[CH:47][CH:48]=1)[CH:44]=O)([CH3:40])([CH3:39])[CH3:38]>>[C:37]([C:41]1[CH:42]=[C:43]([CH:46]=[CH:47][CH:48]=1)[CH2:44][NH:8][C@@H:9]1[C@@H:14]([OH:15])[C@H:13]([CH2:16][C:17]2[CH:22]=[C:21]([O:23][C@H:24]([CH2:31][O:1][CH3:2])[C:25]([F:26])([F:28])[F:27])[C:20]([N+:32]([O-:34])=[O:33])=[C:19]([F:35])[CH:18]=2)[CH2:12][S@:11](=[O:36])[CH2:10]1)([CH3:40])([CH3:39])[CH3:38] |f:0.1|. Reported procedure: The title compound was prepared in an analogous manner as described for example 1h, starting from (1S,3R,4S,5S)-3-amino-5-[3-fluoro-4-nitro-5-((R)-2,2,2-trifluoro-1-methoxy-methyl-ethoxy)-benzyl]-1-oxo-tetrahydro-thiopyran-4-ol TFA salt (310 mg, 0.7 mmol) and 3-tert-butyl-benzaldehyde and was obtained after purification by flash-chromatography (hexane-(EtOAc-MeOH 9:1) gradient) as a light yellow foam: TLC (EtOAc-MeOH 9:1) Rf=0.38; HPLC RtH1=1.05 min; ESIMS [M+H]+=591; 1H NMR (600 MHz, CDCl3): δ ... The reactants are CN1CCC(CC1)(O)C1=C(C=CC=C1)CC1=CC=CC=C1 (1-methyl-4-(α-phenyl-2-tolyl)-4-piperidinol), [OH-].[Na+] (sodium hydroxide). Solvent: C(=O)O (formic acid), CS(=O)C (dimethylsulfoxide), O (water), O (water). Run at time 16 hour. Yields the product CN1CCC(=CC1)C1=C(C=CC=C1)CC1=CC=CC=C1 (1-methyl-4-(α-phenyl-2-tolyl)-1,2,3,6-tetrahydropyridine). RXN SMILES: [CH3:1][N:2]1[CH2:7][CH2:6][C:5]([C:9]2[CH:14]=[CH:13][CH:12]=[CH:11][C:10]=2[CH2:15][C:16]2[CH:21]=[CH:20][CH:19]=[CH:18][CH:17]=2)(O)[CH2:4][CH2:3]1.[OH-].[Na+]>C(O)=O.CS(C)=O.O>[CH3:1][N:2]1[CH2:3][CH:4]=[C:5]([C:9]2[CH:14]=[CH:13][CH:12]=[CH:11][C:10]=2[CH2:15][C:16]2[CH:21]=[CH:20][CH:19]=[CH:18][CH:17]=2)[CH2:6][CH2:7]1 |f:1.2|. Procedure details: A solution of 8.0 g of 1-methyl-4-(α-phenyl-2-tolyl)-4-piperidinol, Example 1, in 100 ml of 97% formic acid is refluxed with stirring for 16 hours. The solution is poured into 300 ml of water, made strongly basic with a 50% sodium hydroxide solution and the basic mixture extracted thrice with 100 ml of portions of chloroform. The combined chloroform extracts are dried and the chloroform removed leaving an oil. The oil is dissolved in 20 ml of dimethylsulfoxide. The solution is diluted with 250 m... Starting materials: CN1[C@@H](C[C@H](C1=O)OS(=O)(=O)C)COC=1C=NC=CC1 (3-((trans-1-methyl-4-methanesulfonyloxy-5-oxo-2(S)-pyrrolidinyl)-methoxy)pyridine), CN1[C@@H](C[C@H](C1=O)OS(=O)(=O)C)COC=1C=NC=CC1 (3-((trans-1-methyl4-methanesulfonyloxy-5-oxo-2(S)-pyrrolidinyl)methoxy)pyridine), [C-]#N.[Na+] (NaCN). Run in CN(C)C=O (DMF), O (H2O), O (water). Reaction conditions: temperature 100 celsius. The product is C(#N)[C@H]1C[C@H](N(C1)C)COC=1C=NC=CC1 (3-((cis-4-cyano-1-methyl-2(S)-pyrrolidinyl)methoxy)pyridine). Yield: 35.1%. As a reaction SMILES: [CH3:1][N:2]1[C:6](=O)[C@H:5](OS(C)(=O)=O)[CH2:4][C@H:3]1[CH2:13][O:14][C:15]1[CH:16]=[N:17][CH:18]=[CH:19][CH:20]=1.[C-:21]#[N:22].[Na+]>CN(C=O)C.O>[C:21]([C@@H:5]1[CH2:6][N:2]([CH3:1])[C@H:3]([CH2:13][O:14][C:15]2[CH:16]=[N:17][CH:18]=[CH:19][CH:20]=2)[CH2:4]1)#[N:22] |f:1.2|. Reported procedure: To a solution of 300 mg (1.05 mmol) of 3-((trans-1-methyl-4-methanesulfonyloxy-5-oxo-2(S)-pyrrolidinyl)-methoxy)pyridine, prepared as in Exanmple 88a above, dissolved in 7 mL of 6:1 DMF:H2O was added 0.51 g (10.5 mmol) of NaCN, and the reaction mixture was heated at 100° C. for 5 hours. The reaction mixture was cooled, diluted with water, and extracted with chloroform. The extract was dried over MgSO4 and concentrated. The residue was purified on a silica gel column, eluting with 100:2 chlorofor...